Dataset: the Open Reaction Database (ORD), a public repository of structured organic reaction records. Task: describe an organic reaction: reactants, conditions, products, and yield Reactants: N[C@@H](C)C(=O)N[C@@H](CC1=CC=CC=C1)C(=O)O (L-Ala-L-Phe), O (water), Example 6, N1=CC=CC=C1 (pyridine), C(C)(=O)OC(C)=O (acetic anhydride). Run in C(Cl)Cl (methylene chloride). Run at time 24 hour. The product is C(C)(=O)NC(C(=O)N[C@@H](CC1=CC=CC=C1)C(=O)O)C (N-[2-(acetylamino)propionyl]phenylalanine). As a reaction SMILES: [NH2:1][C@H:2]([C:4]([NH:6][C@H:7]([C:15]([OH:17])=[O:16])[CH2:8][C:9]1[CH:14]=[CH:13][CH:12]=[CH:11][CH:10]=1)=[O:5])[CH3:3].N1C=CC=CC=1.[C:24](OC(=O)C)(=[O:26])[CH3:25].O>C(Cl)Cl>[C:24]([NH:1][CH:2]([CH3:3])[C:4]([NH:6][C@H:7]([C:15]([OH:17])=[O:16])[CH2:8][C:9]1[CH:14]=[CH:13][CH:12]=[CH:11][CH:10]=1)=[O:5])(=[O:26])[CH3:25]. Reported procedure: L-Ala-L-Phe obtained in Experimental Example 6 (100 mg, 0.423 mmol) is suspended in methylene chloride (10 ml), and pyridine (10 ml) and acetic anhydride (1 ml, 11 mmol) are added to the suspension at room temperature. After stirring at room temperature for 24 hours, water is added and the resulting mixture is extracted three times with chloroform. The organic layer is washed with a saturated aqueous solution of sodium chloride and dried over anhydrous magnesium sulfate, and then the solvent is ... The reactants are C(C)(=O)NC=1C=CC=2N(S(C=3C2C1C=CC3)(=O)=O)CCCCl (5-Acetylamino-2-(3-chloropropyl)naphto[1,8-cd]isothiazole 1,1-dioxide), C1(=CC=CC=C1)C=1CCNCC1 (4-phenyl-1,2,3,6-tetrahydropyridine), C([O-])([O-])=O.[K+].[K+] (potassium carbonate). Run in C(C)#N (acetonitrile). Reaction conditions: temperature 20 celsius. The product is C(C)(=O)NC=1C=CC=2N(S(C=3C2C1C=CC3)(=O)=O)CCCN3CCC(=CC3)C3=CC=CC=C3 (5-acetylamino-2-[3-(4-phenyl-1,2,3,6-tetrahydro-l-pyridyl)propyl]naphtho[1,8-cd]isothiazole 1,1-dioxide). The yield is 32.1%. Reaction SMILES: [C:1]([NH:4][C:5]1[CH:6]=[CH:7][C:8]2[N:9]([CH2:19][CH2:20][CH2:21]Cl)[S:10](=[O:18])(=[O:17])[C:11]3[C:12]=2[C:13]=1[CH:14]=[CH:15][CH:16]=3)(=[O:3])[CH3:2].[C:23]1([C:29]2[CH2:30][CH2:31][NH:32][CH2:33][CH:34]=2)[CH:28]=[CH:27][CH:26]=[CH:25][CH:24]=1.C(=O)([O-])[O-].[K+].[K+]>C(#N)C>[C:1]([NH:4][C:5]1[CH:6]=[CH:7][C:8]2[N:9]([CH2:19][CH2:20][CH2:21][N:32]3[CH2:31][CH:30]=[C:29]([C:23]4[CH:28]=[CH:27][CH:26]=[CH:25][CH:24]=4)[CH2:34][CH2:33]3)[S:10](=[O:18])(=[O:17])[C:11]3[C:12]=2[C:13]=1[CH:14]=[CH:15][CH:16]=3)(=[O:3])[CH3:2] |f:2.3.4|. Reported procedure: 5-Acetylamino-2-(3-chloropropyl)naphto[1,8-cd]isothiazole 1,1-dioxide (0.8 g), 4-phenyl-1,2,3,6-tetrahydropyridine (0.4 g), potassium carbonate (4 g) and acetonitrile (25 cc) are heated at boiling point for 20 hours. The reaction mixture is cooled to a temperature of about 20° C. The solution is filtered and then concentrated to dryness at 40° C. under reduced pressure (20 mm Hg; 2.7 kPa). The residue is purified by chromatography on silica column with a mixture of ethyl acetate and methylene ch...